Dataset: the Open Reaction Database (ORD), a public repository of structured organic reaction records. Task: describe an organic reaction: reactants, conditions, products, and yield Starting materials: CC(C(=O)OCC)(C)C1=CC=C(C=C1)C1=NC=C(C=C1)C(F)(F)F (Ethyl 2-methyl-2-(4-(5-(trifluoromethyl)pyridin-2-yl)phenyl)propanoate), BrC1=CC=C(C=C1)C(C(=O)OCC)(C)C (Ethyl 2-(4-bromophenyl)-2-methylpropanoate). Product: CC(C(=O)O)(C)C1=CC=C(C=C1)C1=NC=C(C=C1)C(F)(F)F (2-Methyl-2-(4-(5-(trifluoromethyl)pyridin-2-yl)phenyl)propanoic Acid). RXN SMILES: [CH3:1][C:2]([C:9]1[CH:14]=[CH:13][C:12]([C:15]2[CH:20]=[CH:19][C:18]([C:21]([F:24])([F:23])[F:22])=[CH:17][N:16]=2)=[CH:11][CH:10]=1)([CH3:8])[C:3]([O:5]CC)=[O:4].BrC1C=CC(C(C)(C)C(OCC)=O)=CC=1>>[CH3:8][C:2]([C:9]1[CH:10]=[CH:11][C:12]([C:15]2[CH:20]=[CH:19][C:18]([C:21]([F:23])([F:24])[F:22])=[CH:17][N:16]=2)=[CH:13][CH:14]=1)([CH3:1])[C:3]([OH:5])=[O:4]. Procedure details: The title compound was prepared according to the method of Example 22B, substituting the product of Example 26B for the product of Example 22A.